describe an organic reaction: reactants, conditions, products, and yield From a dataset of the Open Reaction Database (ORD), a public repository of structured organic reaction records. Reactants: ice water, CC1=C(C=C(C2=C1NC=N2)C(=O)O)[N+](=O)[O-] (7-Methyl-6-nitro-1H-benzimidazole-4-carboxylic Acid), O=P(Cl)(Cl)Cl (POCl3), S(=O)(=O)(N)N (sulfamide), resultant mixture. The solvent is S1(=O)(=O)CCCC1 (sulfolane). Run at temperature 120 celsius. Yields the product CC1=C(C=C(C2=C1NC=N2)C#N)[N+](=O)[O-] (7-Methyl-6-nitro-1H-benzimidazole-4-carbonitrile). RXN SMILES: [CH3:1][C:2]1[C:7]2[NH:8][CH:9]=[N:10][C:6]=2[C:5]([C:11](O)=O)=[CH:4][C:3]=1[N+:14]([O-:16])=[O:15].O=P(Cl)(Cl)Cl.S(N)([NH2:25])(=O)=O>S1(CCCC1)(=O)=O>[CH3:1][C:2]1[C:7]2[NH:8][CH:9]=[N:10][C:6]=2[C:5]([C:11]#[N:25])=[CH:4][C:3]=1[N+:14]([O-:16])=[O:15]. Procedure details: A mixture of 7-Methyl-6-nitro-1H-benzimidazole-4-carboxylic Acid (23) (16.99 g, 76.90 mmol), POCl3 (15.76 mL, 169 mmol), and sulfamide (14.767 g, 154 mmol) in sulfolane (77 mL) is heated to about 120° C. for about 3 hours. The reaction mixture is cooled to ambient temperature and added to ice water (1 L). The resultant mixture is cooled to about 0° C. filtered to provide 7-Methyl-6-nitro-1H-benzimidazole-4-carbonitrile (24), as an off white solid (12.54 g, 80% Yield). Run at time 8 hour. Yields the product C(C#C)OC[C@@H](CC)N1C=NC=2C=NC=3C=CC=CC3C21 (1-{(1R)-1-[(prop-2-ynyloxy)methyl]propyl}-1H-imidazo[4,5-c]quinoline). Run in ClCCl (dichloromethane), ClCCl (dichloromethane), O (water). Procedure: (2R)-2-(1H-Imidazo[4,5-c]quinolin-1-yl)butan-1-ol (19 g, 78.8 mmol) was added to a mixture of sodium hydroxide (124 mL of 50%), dichloromethane (150 mL), benzyltrimethyl ammonium chloride (0.73 g), and propargyl bromide (11.4 mL, 102 mmol). The reaction mixture was allowed to stir at ambient temperature overnight. The reaction mixture was diluted with dichloromethane and water. The aqueous fraction was extracted multiple times with dichloromethane. The organic fractions were combined, washed wit... Yield: 94.9%. Reagents/catalysts: [Cl-].C(C1=CC=CC=C1)[N+](C)(C)C (benzyltrimethyl ammonium chloride). Reaction SMILES: [N:1]1([C@H:14]([CH2:17][CH3:18])[CH2:15][OH:16])[C:13]2[C:12]3[CH:11]=[CH:10][CH:9]=[CH:8][C:7]=3[N:6]=[CH:5][C:4]=2[N:3]=[CH:2]1.[OH-].[Na+].[CH2:21](Br)[C:22]#[CH:23]>[Cl-].C([N+](C)(C)C)C1C=CC=CC=1.ClCCl.O>[CH2:23]([O:16][CH2:15][C@H:14]([N:1]1[C:13]2[C:12]3[CH:11]=[CH:10][CH:9]=[CH:8][C:7]=3[N:6]=[CH:5][C:4]=2[N:3]=[CH:2]1)[CH2:17][CH3:18])[C:22]#[CH:21] |f:1.2,4.5|. Reactants: N1(C=NC=2C=NC=3C=CC=CC3C21)[C@@H](CO)CC ((2R)-2-(1H-Imidazo[4,5-c]quinolin-1-yl)butan-1-ol), [OH-].[Na+] (sodium hydroxide), C(C#C)Br (propargyl bromide). Reactants: CC(C)(O)C1=CCC2C3=CC=C4CC(O[Si](C)(C)C(C)(C)C)CC(O[Si](C)(C)C(C)(C)C)C4(C)C3CCC12C, C=CC(=O)N(C)C, [H-], [Na+], C1CCOC1. Yields the product CN(C)C(=O)CCOC(C)(C)C1=CCC2C3=CC=C4CC(O[Si](C)(C)C(C)(C)C)CC(O[Si](C)(C)C(C)(C)C)C4(C)C3CCC12C. Reaction SMILES: [C:1]([CH3:2])([CH3:3])([CH3:4])[Si:5]([O:6][CH:7]1[CH2:8][CH:9]([O:30][Si:31]([CH3:32])([CH3:33])[C:34]([CH3:35])([CH3:36])[CH3:37])[CH2:10][C:11]2=[CH:12][CH:13]=[C:14]3[CH:15]4[CH2:16][CH:17]=[C:18]([C:19]([CH3:20])([CH3:21])[OH:22])[C:23]4([CH3:29])[CH2:24][CH2:25][CH:26]3[C:27]12[CH3:28])([CH3:38])[CH3:39].[CH3:40][N:41]([C:42]([CH:43]=[CH2:44])=[O:45])[CH3:46].[H-:47].[Na+:48].[O:49]1[CH2:50][CH2:51][CH2:52][CH2:53]1>>[C:1]([CH3:2])([CH3:3])([CH3:4])[Si:5]([O:6][CH:7]1[CH2:8][CH:9]([O:30][Si:31]([CH3:32])([CH3:33])[C:34]([CH3:35])([CH3:36])[CH3:37])[CH2:10][C:11]2=[CH:12][CH:13]=[C:14]3[CH:15]4[CH2:16][CH:17]=[C:18]([C:19]([CH3:20])([CH3:21])[O:22][CH2:44][CH2:43][C:42]([N:41]([CH3:40])[CH3:46])=[O:45])[C:23]4([CH3:29])[CH2:24][CH2:25][CH:26]3[C:27]12[CH3:28])([CH3:38])[CH3:39]. Starting materials: N(=[N+]=[N-])CC=1N=C(SC1)C1=C(C=C2C(C(=CN(C2=C1)CC)C(=O)OCC)=O)F (ethyl 7-[4-(azidomethyl)-2-thiazolyl]-1-ethyl-6-fluoro-1,4-dihydro-4-oxo-3-quinolinecarboxylate), [H][H] (hydrogen). The reagents and catalysts are [Pd] (palladium on carbon). Solvent: C(C)(=O)O (acetic acid). The product is NCC=1N=C(SC1)C1=C(C=C2C(C(=CN(C2=C1)CC)C(=O)OCC)=O)F (ethyl 7-[4-(aminomethyl)-2-thiazolyl]-1-ethyl-6-fluoro-1,4-dihydro-4-oxo-3-quinolinecarboxylate). Isolated yield 94.5%. RXN SMILES: [N:1]([CH2:4][C:5]1[N:6]=[C:7]([C:10]2[CH:19]=[C:18]3[C:13]([C:14](=[O:27])[C:15]([C:22]([O:24][CH2:25][CH3:26])=[O:23])=[CH:16][N:17]3[CH2:20][CH3:21])=[CH:12][C:11]=2[F:28])[S:8][CH:9]=1)=[N+]=[N-].[H][H]>C(O)(=O)C.[Pd]>[NH2:1][CH2:4][C:5]1[N:6]=[C:7]([C:10]2[CH:19]=[C:18]3[C:13]([C:14](=[O:27])[C:15]([C:22]([O:24][CH2:25][CH3:26])=[O:23])=[CH:16][N:17]3[CH2:20][CH3:21])=[CH:12][C:11]=2[F:28])[S:8][CH:9]=1. Procedure details: A solution of 0.87 g (2.17 mmol) ethyl 7-[4-(azidomethyl)-2-thiazolyl]-1-ethyl-6-fluoro-1,4-dihydro-4-oxo-3-quinolinecarboxylate in 125 ml acetic acid was stirred with 0.10 g 10% palladium on carbon catalyst and hydrogen gas bubbled through for 1.5 hours. After filtration, evaporation of solvent and trituration with ether gave 0.77 g of ethyl 7-[4-(aminomethyl)-2-thiazolyl]-1-ethyl-6-fluoro-1,4-dihydro-4-oxo-3-quinolinecarboxylate. The reactants are N(N)C1=CC=C(CN2CCN(CC2)C)C=C1 (1-(4-hydrazinobenzyl)-4-methylpiperazine), piperidone. HCl, C(C)O (ethanol). Conditions: temperature 90 celsius, time 2 hour. The product is CN1CCN(CC1)CC1=CC=2C3=C(NC2C=C1)CCNC3 (8-[(4-methylpiperazin-1-yl)methyl]-2,3,4,5-tetrahydro-1H-pyrido[4,3-b]indole). As a reaction SMILES: [NH:1]([C:3]1[CH:16]=[CH:15][C:6]([CH2:7][N:8]2[CH2:13][CH2:12][N:11]([CH3:14])[CH2:10][CH2:9]2)=[CH:5][CH:4]=1)N.[CH2:17](O)[CH3:18]>>[CH3:14][N:11]1[CH2:12][CH2:13][N:8]([CH2:7][C:6]2[CH:15]=[CH:16][C:3]3[NH:1][C:5]4[CH2:4][CH2:3][NH:1][CH2:17][C:18]=4[C:4]=3[CH:5]=2)[CH2:9][CH2:10]1. Reported procedure: To a solution of 1-(4-hydrazinobenzyl)-4-methylpiperazine (3.4 g, 13.25 mmol) in ethanol (50 mL) were added piperidone. HCl (2.51 g, 18.55 mmol). The reaction temperature was raised to 90° C. and continued stirring for 2 hrs. The progress of the reaction was monitored by TLC and upon completion of the reaction the mixture was cooled to rt and HCl gas was bubbled through the reaction mixture at 0° C. After the reaction mixture was saturated with HCl, the temperature was raised to 90° C. again and...